Dataset: the Open Reaction Database (ORD), a public repository of structured organic reaction records. Task: describe an organic reaction: reactants, conditions, products, and yield The reactants are COc1cc(CO)ccc1C, ClCCl. Yields the product COc1cc(C=O)ccc1C. Reaction SMILES: [CH3:1][O:2][c:3]1[cH:4][c:5]([CH2:10][OH:11])[cH:6][cH:7][c:8]1[CH3:9].[Cl:12][CH2:13][Cl:14]>>[CH3:1][O:2][c:3]1[cH:4][c:5]([CH:10]=[O:11])[cH:6][cH:7][c:8]1[CH3:9]. The reactants are FC(C(O)C1CCN(CC1)C(=O)OCC1=CC=CC=C1)(F)F (benzyl 4-(2,2,2-trifluoro-1-hydroxyethyl)piperidine-1-carboxylate), [H][H] (hydrogen). The reagents and catalysts are [Pd] (Pd/C). Solvent: CO (MeOH). Product: FC(C(O)C1CCNCC1)(F)F (2,2,2-trifluoro-1-piperidin-4-ylethanol). As a reaction SMILES: [F:1][C:2]([F:22])([F:21])[CH:3]([CH:5]1[CH2:10][CH2:9][N:8](C(OCC2C=CC=CC=2)=O)[CH2:7][CH2:6]1)[OH:4].[H][H]>CO.[Pd]>[F:22][C:2]([F:1])([F:21])[CH:3]([CH:5]1[CH2:6][CH2:7][NH:8][CH2:9][CH2:10]1)[OH:4]. Procedure: A suspension of 3.11 g (9.80 mmol) of benzyl 4-(2,2,2-trifluoro-1-hydroxyethyl)piperidine-1-carboxylate and 300 mg Pd/C (10%) in 30 mL of MeOH was hydrogenated at RT and 3 bar hydrogen pressure for 4 hours. The catalyst was filtered off and the filtrate was evaporated down in vacuo. Yield: 1.82 g (quant. yield); C7H12F3NO (M=183.172); calc.: molpeak (M+H)+: 184; found: molpeak (M+H)+: 184; Rf value: 0.20 (silica gel, EtOAc/MeOH/conc. aqueous ammonia 5:5:0.5). Reactants: COc1ccc(C(=O)OC(C(=O)O)(C(=O)c2ccc(OC)cc2)C(O)C(=O)O)cc1, O=C([O-])[O-], COc1cc(C(=O)Cl)cc(OC)c1OC, CC(C)=O, [K+], [K+], O, OCCC1(c2ccccc2)CCNC1. The product is COc1cc(C(=O)N2CCC(CCO)(c3ccccc3)C2)cc(OC)c1OC. Reaction SMILES: [C:1]([O:2][C:3]([C:4](=[O:5])[c:6]1[cH:7][cH:8][c:9]([O:10][CH3:11])[cH:12][cH:13]1)([CH:14]([C:15]([OH:16])=[O:17])[OH:18])[C:19]([OH:20])=[O:21])(=[O:22])[c:23]1[cH:24][cH:25][c:26]([O:27][CH3:28])[cH:29][cH:30]1.[C:46](=[O:47])([O-:48])[O-:49].[CH3:52][O:53][c:54]1[cH:55][c:56]([C:57](=[O:58])[Cl:59])[cH:60][c:61]([O:65][CH3:66])[c:62]1[O:63][CH3:64].[CH3:67][C:68](=[O:69])[CH3:70].[K+:50].[K+:51].[OH2:45].[c:31]1([C:37]2([CH2:42][CH2:43][OH:44])[CH2:38][NH:39][CH2:40][CH2:41]2)[cH:32][cH:33][cH:34][cH:35][cH:36]1>>[c:31]1([C:37]2([CH2:42][CH2:43][OH:44])[CH2:38][N:39]([C:57]([c:56]3[cH:55][c:54]([O:53][CH3:52])[c:62]([O:63][CH3:64])[c:61]([O:65][CH3:66])[cH:60]3)=[O:58])[CH2:40][CH2:41]2)[cH:32][cH:33][cH:34][cH:35][cH:36]1. The reactants are S(=O)(=O)(O)CCOC(C(=C)C)=O (2-sulfoethylmethacrylate), [K] (potassium). The product is S(=O)(=O)(O)CCOC(C=C)=O (2-sulfoethylacrylate). As a reaction SMILES: [S:1]([CH2:5][CH2:6][O:7][C:8](=[O:12])[C:9](C)=[CH2:10])([OH:4])(=[O:3])=[O:2].[K]>>[S:1]([CH2:5][CH2:6][O:7][C:8](=[O:12])[CH:9]=[CH2:10])([OH:4])(=[O:3])=[O:2] |^1:12|. Reported procedure: 2-sulfoethylmethacrylate, potassium salt Starting materials: O=C1OC(=O)C(Cc2ccccc2)CC1Cc1ccccc1, ClCCl, COC(=O)C(N)CSCc1ccccc1, c1ccncc1. Yields the product COC(=O)C(CSCc1ccccc1)NC(=O)C(Cc1ccccc1)CC(Cc1ccccc1)C(=O)O. RXN SMILES: [CH2:16]([c:17]1[cH:18][cH:19][cH:20][cH:21][cH:22]1)[CH:23]1[C:24](=[O:25])[O:26][C:27](=[O:37])[CH:28]([CH2:30][c:31]2[cH:32][cH:33][cH:34][cH:35][cH:36]2)[CH2:29]1.[CH2:44]([Cl:45])[Cl:46].[CH3:1][O:2][C:3]([CH:4]([NH2:5])[CH2:6][S:7][CH2:8][c:9]1[cH:10][cH:11][cH:12][cH:13][cH:14]1)=[O:15].[cH:38]1[cH:39][cH:40][n:41][cH:42][cH:43]1>>[CH3:1][O:2][C:3]([CH:4]([NH:5][C:27]([CH:28]([CH2:29][CH:23]([CH2:16][c:17]1[cH:18][cH:19][cH:20][cH:21][cH:22]1)[C:24](=[O:25])[OH:26])[CH2:30][c:31]1[cH:32][cH:33][cH:34][cH:35][cH:36]1)=[O:37])[CH2:6][S:7][CH2:8][c:9]1[cH:10][cH:11][cH:12][cH:13][cH:14]1)=[O:15]. Reaction SMILES: [CH3:15][NH2:16].[CH:17]([N:18]([CH3:19])[CH3:20])=[O:21].[Cl:1][c:2]1[c:3]2[n:4]([c:5]3[cH:6][cH:7][cH:8][cH:9][c:10]3[n:11]1)[cH:12][n:13][n:14]2>>[c:2]1([NH:16][CH3:15])[c:3]2[n:4]([c:5]3[cH:6][cH:7][cH:8][cH:9][c:10]3[n:11]1)[cH:12][n:13][n:14]2. The reactants are CN, CN(C)C=O, Clc1nc2ccccc2n2cnnc12. Yields the product CNc1nc2ccccc2n2cnnc12. The reactants are IC1=C2C=CC(=NC2=CC=C1)Cl (5-iodo-2-chloroquinoline), NC1=CC=CC=2CC(OC21)(C)C (7-amino-2,3-dihydro-2,2-dimethylbenzofuran), N1=CC(=CC=C1)C(C)N (rac-1-pyridine-3-yl-ethylamine). Product: CC1(OC2=C(C1)C=CC=C2NC2=NC=1C=CC=C(C1C=C2)NC(C)C=2C=NC=CC2)C (rac-N2-(2,2-Dimethyl-2,3-dihydro-benzofuran-7-yl)-N5-(1-pyridin-3-yl-ethyl)-quinoline-2,5-diamine). As a reaction SMILES: I[C:2]1[CH:11]=[CH:10][CH:9]=[C:8]2[C:3]=1[CH:4]=[CH:5][C:6](Cl)=[N:7]2.[NH2:13][C:14]1[C:22]2[O:21][C:20]([CH3:24])([CH3:23])[CH2:19][C:18]=2[CH:17]=[CH:16][CH:15]=1.[N:25]1[CH:30]=[CH:29][CH:28]=[C:27]([CH:31]([NH2:33])[CH3:32])[CH:26]=1>>[CH3:23][C:20]1([CH3:24])[CH2:19][C:18]2[CH:17]=[CH:16][CH:15]=[C:14]([NH:13][C:6]3[CH:5]=[CH:4][C:3]4[C:2]([NH:33][CH:31]([C:27]5[CH:26]=[N:25][CH:30]=[CH:29][CH:28]=5)[CH3:32])=[CH:11][CH:10]=[CH:9][C:8]=4[N:7]=3)[C:22]=2[O:21]1. Reported procedure: The title compound, MS: m/e=411.5 (M+H+), was prepared in accordance with the general method of example 1 from 5-iodo-2-chloroquinoline, 7-amino-2,3-dihydro-2,2-dimethylbenzofuran (CAS 68298-46-4) and rac-1-pyridine-3-yl-ethylamine. Reactants: CC#N, CCOC(C)=O, CCN(C(C)C)C(C)C, COc1cc(Cl)c(N)cc1OCc1c(OC)ccc(F)c1F, O=[N+]([O-])c1c(Cl)ncnc1Cl, O. Yields the product COc1cc(Cl)c(Nc2ncnc(Cl)c2[N+](=O)[O-])cc1OCc1c(OC)ccc(F)c1F. RXN SMILES: [CH3:44][C:45]#[N:46].[CH3:47][CH2:48][O:49][C:50](=[O:51])[CH3:52].[CH:34]([N:35]([CH2:36][CH3:37])[CH:38]([CH3:39])[CH3:40])([CH3:41])[CH3:42].[Cl:12][c:13]1[c:14]([NH2:15])[cH:16][c:17]([O:22][CH2:23][c:24]2[c:25]([F:33])[c:26]([F:32])[cH:27][cH:28][c:29]2[O:30][CH3:31])[c:18]([O:20][CH3:21])[cH:19]1.[Cl:1][c:2]1[n:3][cH:4][n:5][c:6]([Cl:11])[c:7]1[N+:8](=[O:9])[O-:10].[OH2:43]>>[c:2]1([NH:15][c:14]2[c:13]([Cl:12])[cH:19][c:18]([O:20][CH3:21])[c:17]([O:22][CH2:23][c:24]3[c:25]([F:33])[c:26]([F:32])[cH:27][cH:28][c:29]3[O:30][CH3:31])[cH:16]2)[n:3][cH:4][n:5][c:6]([Cl:11])[c:7]1[N+:8](=[O:9])[O-:10].